Dataset: the Open Reaction Database (ORD), a public repository of structured organic reaction records. Task: describe an organic reaction: reactants, conditions, products, and yield Product: C(CC)OC1CC=2C(=C(NN2)C2=NN=NN2)C1 (5-Propoxy-3-(1H-tetrazol-5-yl)-2,4,5,6-tetrahydro-cyclopentapyrazole). Reactants: C(C1=CC=CC=C1)N1N=C(C2=C1CC(C2)OCCC)C=2N=NNN2 (1-Benzyl-5-propoxy-3-(2H-tetrazol-5-yl)-1,4,5,6-tetrahydro-cyclopentapyrazole), CC(C)([O-])C.[K+] (potassium-t-butoxide). Solvent: CS(=O)C (DMSO). Reaction SMILES: C([N:8]1[C:12]2[CH2:13][CH:14]([O:16][CH2:17][CH2:18][CH3:19])[CH2:15][C:11]=2[C:10]([C:20]2[N:21]=[N:22][NH:23][N:24]=2)=[N:9]1)C1C=CC=CC=1.CC(C)([O-])C.[K+]>CS(C)=O>[CH2:17]([O:16][CH:14]1[CH2:15][C:11]2=[C:10]([C:20]3[NH:24][N:23]=[N:22][N:21]=3)[NH:9][N:8]=[C:12]2[CH2:13]1)[CH2:18][CH3:19] |f:1.2|. Reported procedure: To a solution of the intermediate from step B (26 mg, 0.08 mmol) in DMSO (0.6 mL) was added potassium-t-butoxide (0.6 mL, 0.6 mmol, 1.0 M in THF). Oxygen gas was bubbled through the reaction mixture for 15 minutes. The reaction was quenched with HCl (3 mL, 3N). The resulting mixture was extracted with ethyl acetate (5×) dried over anhydrous Na2SO4 filtered and concentrated in vacuo. The residue was purified by reverse phase HPLC to afford the title compound. 1H NMR (CDCl3) δ 4.80 (m, 1H), 3.51 (... Reactants: CCc1cc2c(cc1CC)CC(NCC(O)c1c(C)cc(OCOC)c3[nH]c(=O)ccc13)C2, CC(C)O, Cl, C1CCOC1. Product: CCc1cc2c(cc1CC)CC(NCC(O)c1c(C)cc(O)c3[nH]c(=O)ccc13)C2. RXN SMILES: [CH2:2]([CH3:3])[c:4]1[cH:5][c:6]2[c:10]([cH:11][c:12]1[CH2:13][CH3:14])[CH2:9][CH:8]([NH:15][CH2:16][CH:17]([OH:18])[c:19]1[c:20]3[cH:21][cH:22][c:23](=[O:34])[nH:24][c:25]3[c:26]([O:30][CH2:31][O:32][CH3:33])[cH:27][c:28]1[CH3:29])[CH2:7]2.[CH:35]([OH:36])([CH3:37])[CH3:38].[ClH:1].[O:39]1[CH2:40][CH2:41][CH2:42][CH2:43]1>>[CH2:2]([CH3:3])[c:4]1[cH:5][c:6]2[c:10]([cH:11][c:12]1[CH2:13][CH3:14])[CH2:9][CH:8]([NH:15][CH2:16][CH:17]([OH:18])[c:19]1[c:20]3[cH:21][cH:22][c:23](=[O:34])[nH:24][c:25]3[c:26]([OH:30])[cH:27][c:28]1[CH3:29])[CH2:7]2. Starting materials: C[C@H]1C[C@H]([C@@](O[C@@H]1C2C[C@@H]([C@@H](O2)[C@@]3(CC[C@@H](O3)[C@@]4(CCC5(O4)C[C@@H]([C@H]([C@H](O5)[C@@H](C)[C@H]6[C@@H]([C@H]([C@@H]([C@](O6)(CC(=O)O)O)C)O[C@H]7CC[C@@H]([C@H](O7)C)OC)OC)C)O)C)C)O[C@H]8CC[C@@H]([C@H](O8)C)OC)(C)O)C (UK-58,852), C[C@H]1C[C@H]([C@@](OC1[C@H]2C[C@@H](C(O2)[C@@]3(CCC(O3)[C@@]4(CCC5(O4)C[C@@H]([C@H](C(O5)[C@@H](C)C6[C@H]([C@H]([C@H]([C@H](O6)CC(=O)OO)C)O[C@H]7CC[C@@H]([C@H](O7)C)O)OC)C)O)C)C)O[C@H]8CC[C@@H]([C@H](O8)C)OC)(C)O)C (CP-91,244). The product is C[C@H]1C[C@H]([C@@](OC1[C@H]2C[C@@H]([C@@H](O2)[C@@]3(CCC(O3)[C@@]4(CC[C@@]5(O4)C[C@@H]([C@H]([C@H](O5)C(C)C6C(C(C(C(O6)CC(=O)OO)C)O[C@H]7CC[C@@H]([C@H](O7)C)O)OC)C)O)C)C)O[C@H]8CC[C@@H]([C@H](O8)C)O)(C)O)C (CP-91,243), C[C@H]1C[C@H]([C@@](OC1[C@H]2C[C@@H](C(O2)[C@@]3(CCC(O3)[C@@]4(CCC5(O4)C[C@@H]([C@H](C(O5)[C@@H](C)C6[C@H]([C@H]([C@H]([C@H](O6)CC(=O)OO)C)O[C@H]7CC[C@@H]([C@H](O7)C)O)OC)C)O)C)C)O[C@H]8CC[C@@H]([C@H](O8)C)OC)(C)O)C (CP-91,244), C[C@H]1C[C@H]([C@@](O[C@@H]1C2C[C@@H]([C@@H](O2)[C@@]3(CC[C@@H](O3)[C@@]4(CCC5(O4)C[C@@H]([C@H]([C@H](O5)[C@@H](C)[C@H]6[C@@H]([C@H]([C@@H]([C@](O6)(CC(=O)O)O)C)O[C@H]7CC[C@@H]([C@H](O7)C)OC)OC)C)O)C)C)O[C@H]8CC[C@@H]([C@H](O8)C)OC)(C)O)C (UK-58,852). RXN SMILES: [CH3:1][C@@H:2]1[CH:7]([C@@H:8]2[O:12][CH:11]([C@@:13]3([CH3:56])[O:17][CH:16]([C@@:18]4([CH3:55])[O:22][C:21]5([O:27][CH:26]([C@H:28]([CH:30]6[O:35][C@H:34]([CH2:36][C:37]([O:39][OH:40])=[O:38])[C@H:33]([CH3:41])[C@H:32]([O:42][C@@H:43]7[O:48][C@H:47]([CH3:49])[C@@H:46]([OH:50])[CH2:45][CH2:44]7)[C@@H:31]6[O:51][CH3:52])[CH3:29])[C@H:25]([CH3:53])[C@@H:24]([OH:54])[CH2:23]5)[CH2:20][CH2:19]4)[CH2:15][CH2:14]3)[C@@H:10]([O:57][C@@H:58]3[O:63][C@H:62]([CH3:64])[C@@H:61]([O:65][CH3:66])[CH2:60][CH2:59]3)[CH2:9]2)[O:6][C@@:5]([OH:68])([CH3:67])[C@H:4]([CH3:69])[CH2:3]1.[CH3:70][C@@H:71]1[C@@H:76]([CH:77]2[O:81][C@@H:80]([C@@:82]3([CH3:126])[O:86][C@@H:85]([C@@:87]4([CH3:125])[O:91][C:90]5([O:96][C@H:95]([C@H:97]([C@@H:99]6[O:104][C@:103]([OH:109])([CH2:105][C:106]([OH:108])=[O:107])[C@@H:102]([CH3:110])[C@H:101]([O:111][C@@H:112]7[O:117][C@H:116]([CH3:118])[C@@H:115]([O:119][CH3:120])[CH2:114][CH2:113]7)[C@H:100]6[O:121][CH3:122])[CH3:98])[C@H:94]([CH3:123])[C@@H:93]([OH:124])[CH2:92]5)[CH2:89][CH2:88]4)[CH2:84][CH2:83]3)[C@@H:79]([O:127][C@@H:128]3[O:133][C@H:132]([CH3:134])[C@@H:131]([O:135][CH3:136])[CH2:130][CH2:129]3)[CH2:78]2)[O:75][C@@:74]([OH:138])([CH3:137])[C@H:73]([CH3:139])[CH2:72]1>>[CH3:1][C@@H:2]1[CH:7]([C@@H:8]2[O:12][C@@H:11]([C@@:13]3([CH3:56])[O:17][CH:16]([C@@:18]4([CH3:55])[O:22][C@:21]5([O:27][C@H:26]([CH:28]([CH:30]6[O:35][CH:34]([CH2:36][C:37]([O:39][OH:40])=[O:38])[CH:33]([CH3:41])[CH:32]([O:42][C@@H:43]7[O:48][C@H:47]([CH3:49])[C@@H:46]([OH:50])[CH2:45][CH2:44]7)[CH:31]6[O:51][CH3:52])[CH3:29])[C@H:25]([CH3:53])[C@@H:24]([OH:54])[CH2:23]5)[CH2:20][CH2:19]4)[CH2:15][CH2:14]3)[C@@H:10]([O:57][C@@H:58]3[O:63][C@H:62]([CH3:64])[C@@H:61]([OH:65])[CH2:60][CH2:59]3)[CH2:9]2)[O:6][C@@:5]([OH:68])([CH3:67])[C@H:4]([CH3:69])[CH2:3]1.[CH3:1][C@@H:2]1[CH:7]([C@@H:8]2[O:12][CH:11]([C@@:13]3([CH3:56])[O:17][CH:16]([C@@:18]4([CH3:55])[O:22][C:21]5([O:27][CH:26]([C@H:28]([CH:30]6[O:35][C@H:34]([CH2:36][C:37]([O:39][OH:40])=[O:38])[C@H:33]([CH3:41])[C@H:32]([O:42][C@@H:43]7[O:48][C@H:47]([CH3:49])[C@@H:46]([OH:50])[CH2:45][CH2:44]7)[C@@H:31]6[O:51][CH3:52])[CH3:29])[C@H:25]([CH3:53])[C@@H:24]([OH:54])[CH2:23]5)[CH2:20][CH2:19]4)[CH2:15][CH2:14]3)[C@@H:10]([O:57][C@@H:58]3[O:63][C@H:62]([CH3:64])[C@@H:61]([O:65][CH3:66])[CH2:60][CH2:59]3)[CH2:9]2)[O:6][C@@:5]([OH:68])([CH3:67])[C@H:4]([CH3:69])[CH2:3]1.[CH3:70][C@@H:71]1[C@@H:76]([CH:77]2[O:81][C@@H:80]([C@@:82]3([CH3:126])[O:86][C@@H:85]([C@@:87]4([CH3:125])[O:91][C:90]5([O:96][C@H:95]([C@H:97]([C@@H:99]6[O:104][C@:103]([OH:109])([CH2:105][C:106]([OH:108])=[O:107])[C@@H:102]([CH3:110])[C@H:101]([O:111][C@@H:112]7[O:117][C@H:116]([CH3:118])[C@@H:115]([O:119][CH3:120])[CH2:114][CH2:113]7)[C@H:100]6[O:121][CH3:122])[CH3:98])[C@H:94]([CH3:123])[C@@H:93]([OH:124])[CH2:92]5)[CH2:89][CH2:88]4)[CH2:84][CH2:83]3)[C@@H:79]([O:127][C@@H:128]3[O:133][C@H:132]([CH3:134])[C@@H:131]([O:135][CH3:136])[CH2:130][CH2:129]3)[CH2:78]2)[O:75][C@@:74]([OH:138])([CH3:137])[C@H:73]([CH3:139])[CH2:72]1. Reported procedure: A suitable medium consists of cerelose (10.0 g), corn starch (5.0 g) , corn steep liquor (5.0 g) , N-Z Amine YTT (5.0 g), (Registered Trademark for enzymatic digest of casein, Humko Sheffield Chemical Co. Inc.), and cobalt chloride (0,002 g) which is suspended in one liter of water, pH adjusted to 7.0 with sodium hydroxide and dispensed (800 ml) to a Fernbach flask. After sterilization by autoclaving, flasks are inoculated with a slant growth suspension or frozen vegetative mycelia, then incubat... The reactants are C(C)N (ethylamine), Cl[SiH]1N(C=CN1C(CC(C)(C)C)(C)C)C(CC(C)(C)C)(C)C (2-chloro-1,3-bis(1,1,3,3-tetramethylbutyl)-1,3-diaza-2-silacyclopent-4-ene). The solvent is CCCCCC (hexane), CCCCCC (hexane). Run at time 12 hour. Product: CC(CC(C)(C)C)(C)N1[SiH](N(C=C1)C(CC(C)(C)C)(C)C)NCC (1,3-bis(1,1,3,3-tetramethylbutyl)-2-ethylamino-1,3-diaza-2-silacyclopent-4-ene). Isolated yield 97.0%. RXN SMILES: [CH2:1]([NH2:3])[CH3:2].Cl[SiH:5]1[N:9]([C:10]([CH3:17])([CH3:16])[CH2:11][C:12]([CH3:15])([CH3:14])[CH3:13])[CH:8]=[CH:7][N:6]1[C:18]([CH3:25])([CH3:24])[CH2:19][C:20]([CH3:23])([CH3:22])[CH3:21]>CCCCCC>[CH3:24][C:18]([N:6]1[CH:7]=[CH:8][N:9]([C:10]([CH3:17])([CH3:16])[CH2:11][C:12]([CH3:15])([CH3:14])[CH3:13])[SiH:5]1[NH:3][CH2:1][CH3:2])([CH3:25])[CH2:19][C:20]([CH3:23])([CH3:22])[CH3:21]. Procedure details: In an argon atmosphere, 6.80 g (151 mmol) of ethylamine was dissolved in 20 mL of hexane, and a solution obtained by dissolving 5.26 g (15.2 mmol) of Si(tOctNCHCHNtOct)(H)Cl in 10 mL of hexane was added thereto at −20° C. After stirring at room temperature for 12 hours, insoluble matters produced were separated by filtration, and the solvent was removed by distillation from the filtrate under atmospheric pressure. The obtained residue was distilled under reduced pressure (distillation temperatur... The reactants are C(C)(=O)N1C2C=CC(C1CC1=CC=CC=C1)CC2C(=O)OCC (ethyl 2-acetyl-3-benzyl-2-azabicyclo-[2.2.2]oct-5-ene-7-carboxylate), F (hydrofluoric acid). The product is C(C)(=O)N1C2C(CC3C(C4=C(CC13)C=CC=C4)C2)C(=O)OCC (ethyl 1-acetyl-1,2,3,4,4a,5,10,10a-octahydro-2,5-methanobenzo[g]quinoline-3-carboxylate). As a reaction SMILES: [C:1]([N:4]1[CH:9]([CH2:10][C:11]2[CH:16]=[CH:15][CH:14]=[CH:13][CH:12]=2)[CH:8]2[CH2:17][CH:18]([C:19]([O:21][CH2:22][CH3:23])=[O:20])[CH:5]1[CH:6]=[CH:7]2)(=[O:3])[CH3:2].F>>[C:1]([N:4]1[CH:9]2[CH:8]3[CH:7]([CH2:6][CH:5]1[CH:18]([C:19]([O:21][CH2:22][CH3:23])=[O:20])[CH2:17]3)[C:16]1[CH:15]=[CH:14][CH:13]=[CH:12][C:11]=1[CH2:10]2)(=[O:3])[CH3:2]. Reported procedure: Cyclization of ethyl 2-acetyl-3-benzyl-2-azabicyclo-[2.2.2]oct-5-ene-7-carboxylate, described in Example 1BQ, in the presence of hydrofluoric acid at 0°-15° C. using a procedure similar to that described in Example 2A affords ethyl 1-acetyl-1,2,3,4,4a,5,10,10a-octahydro-2,5-methanobenzo[g]quinoline-3-carboxylate. Reactants: N1CCC[C@@H]2CC3=C(C[C@H]12)C=CC(=C3)O (cis-1,2,3,4,4a,5,10,10a-octahydrobenzo[g]quinolin-7-ol), C=O (formaldehyde), [H][H] (hydrogen). The reagents and catalysts are [Pd] (palladium-on-carbon). Run in C(C)O (ethyl alcohol). Product: CN1CCC[C@@H]2CC3=C(C[C@H]12)C=CC(=C3)O (cis-1,2,3,4,4a,5,10,10a-octahydro-1-methyl-benzo[g]quinolin-7-ol). As a reaction SMILES: [NH:1]1[C@@H:10]2[C@@H:5]([CH2:6][C:7]3[CH:14]=[C:13]([OH:15])[CH:12]=[CH:11][C:8]=3[CH2:9]2)[CH2:4][CH2:3][CH2:2]1.[CH2:16]=O.[H][H]>[Pd].C(O)C>[CH3:16][N:1]1[C@@H:10]2[C@@H:5]([CH2:6][C:7]3[CH:14]=[C:13]([OH:15])[CH:12]=[CH:11][C:8]=3[CH2:9]2)[CH2:4][CH2:3][CH2:2]1. Procedure: A mixture of 13.3 g. of cis-1,2,3,4,4a,5,10,10a-octahydrobenzo[g]quinolin-7-ol, 5.4 ml. of 35% aqueous formaldehyde solution, and 6 g. of palladium-on-carbon catalyst was diluted to 350 ml. total volume with ethyl alcohol and the mixture was shaken under 400 lbs./sq. in. of hydrogen until uptake ceased. Filtration to remove the catalyst, evaporation of the solvent and crystallization of the resulting residue from ethyl alcohol gave 10.8 g. of solid which on recrystallization from ethyl alcohol y... Reactants: BrC=1C=C(SC1I)C(=O)OC (methyl 4-bromo-5-iodo-2-thiophenecarboxylate), [F-].[K+] (potassium fluoride), FC(C(=O)OC)(S(=O)(=O)F)F (methyl difluoro(fluorosulfonyl)acetate). The reagents and catalysts are [Cu]I (copper (I) iodide). Solvent: CN(C)C=O.CN(C)P(=O)(N(C)C)N(C)C (DMF HMPA). Reaction conditions: temperature 70 celsius, time 1 hour. Product: BrC=1C=C(SC1C(F)(F)F)C(=O)OC (methyl 4-bromo-5-(trifluoromethyl)-2-thiophenecarboxylate). Isolated yield 197.0%. Reaction SMILES: [Br:1][C:2]1[CH:3]=[C:4]([C:8]([O:10][CH3:11])=[O:9])[S:5][C:6]=1I.[F-:12].[K+].[F:14][C:15]([F:24])(S(F)(=O)=O)C(OC)=O>CN(C=O)C.CN(P(N(C)C)(N(C)C)=O)C.[Cu]I>[Br:1][C:2]1[CH:3]=[C:4]([C:8]([O:10][CH3:11])=[O:9])[S:5][C:6]=1[C:15]([F:24])([F:12])[F:14] |f:1.2,4.5|. Procedure: To a solution of methyl 4-bromo-5-iodo-2-thiophenecarboxylate (500 mg, 1.44 mmol), copper (I) iodide (137 mg, 0.72 mmol) and potassium fluoride (251 mg, 4.32 mmol) in DMF/HMPA (5 ml/5 mL) was added methyl difluoro(fluorosulfonyl)acetate (1.1 g, 5.76 mmol). The mixture was heated at 70° C. under N2 in a sealed tube. After 1 h, the reaction was quenched with NH4Cl (sat'd) (2 mL), extracted with ether (5 mL×5) and washed with distilled water (5 mL×5). The combined organic phase was dried over Mg2SO... The reactants are C(CCCCCCC)O (1-octanol), C(C)(C)(C)OOC(C)(C)C (tert-butyl peroxide), C1CCCCC1 (cyclohexane), {[Cl2NN]Cu}2(benzene). Conditions: temperature 90 celsius. Yields the product C1(CCCCC1)OCCCCCCCC (c-C6H11—OCH2CH2CH2CH2CH2CH2CH2CH3). Yield: 42.0%. RXN SMILES: [CH2:1]([OH:9])[CH2:2][CH2:3][CH2:4][CH2:5][CH2:6][CH2:7][CH3:8].[CH2:10]1[CH2:15][CH2:14][CH2:13][CH2:12][CH2:11]1.C(OOC(C)(C)C)(C)(C)C>>[CH:10]1([O:9][CH2:1][CH2:2][CH2:3][CH2:4][CH2:5][CH2:6][CH2:7][CH3:8])[CH2:15][CH2:14][CH2:13][CH2:12][CH2:11]1. Procedure details: Into a pressure vessel 1-octanol (160 μL, 1 mmol, 1 eq) was added and diluted with cyclohexane (1.080 mL, 10 mmol, 10 eq). To this stirring solution was added 1 mol % of a stock solution of {[Cl2NN]Cu}2(benzene) from the catalyst stock solution described in Example 4 (200 μL=0.01 mmol). After adding of tert-butyl peroxide (220 μL, 1.2 mmol), the pressure vessel was sealed and heated to 90° C. for 24 hr. The catalyst was separated by exposing the mixture to air and filtering through Celite®. Afte... The reactants are O (water), O[C@H]1C[C@H]2[C@H](C([C@H]3[C@@H]4CC[C@H]([C@@H](CCC(=O)O)C)[C@]4(CC[C@@H]3[C@]2(CC1)C)C)=O)F (3α-hydroxy-6α-fluoro-7-keto-5β-cholanoic acid), [BH4-].[Na+] (sodium borohydride), Cl (hydrochloric acid). Solvent: C(C)(=O)OCC (ethyl acetate), O1CCCC1 (tetrahydrofuran), CO (methanol). Product: starting product, O[C@H]1C[C@H]2[C@H]([C@@H]([C@H]3[C@@H]4CC[C@H]([C@@H](CCC(=O)O)C)[C@]4(CC[C@@H]3[C@]2(CC1)C)C)O)F (3α, 7β-dihydroxy-6α-fluoro-5β-cholanoic acid). The yield is 38.2%. Reaction SMILES: [OH:1][C@@H:2]1[CH2:25][CH2:24][C@@:23]2([CH3:26])[C@H:4]([C@@H:5]([F:29])[C:6](=[O:28])[C@@H:7]3[C@@H:22]2[CH2:21][CH2:20][C@@:19]2([CH3:27])[C@H:8]3[CH2:9][CH2:10][C@@H:11]2[C@H:12]([CH3:18])[CH2:13][CH2:14][C:15]([OH:17])=[O:16])[CH2:3]1.[BH4-].[Na+].O.Cl>O1CCCC1.CO.C(OCC)(=O)C>[OH:1][C@@H:2]1[CH2:25][CH2:24][C@@:23]2([CH3:26])[C@H:4]([C@@H:5]([F:29])[C@H:6]([OH:28])[C@@H:7]3[C@@H:22]2[CH2:21][CH2:20][C@@:19]2([CH3:27])[C@H:8]3[CH2:9][CH2:10][C@@H:11]2[C@H:12]([CH3:18])[CH2:13][CH2:14][C:15]([OH:17])=[O:16])[CH2:3]1 |f:1.2|. Procedure: A solution of 3α-hydroxy-6α-fluoro-7-keto-5β-cholanoic acid (0.42 g, 1.02 mmoles) in tetrahydrofuran (44 ml) was added with sodium borohydride (0.165 g, 4.36 mmoles) in methanol (11 ml) and the resulting mixture was left to react for one hour under magnetic stirring. Then the reaction mixture was diluted with ethyl acetate (20 ml), added with water (20 ml) and acidified with 10% hydrochloric acid (10 ml). The organic phase was separated, the aqueous phase was extracted with methylene chloride (3... Reactants: NCC1CCN(C(=O)OCc2ccccc2)CC1O, CC(C)O, Clc1ccncc1. The product is O=C(OCc1ccccc1)N1CCC(CNc2ccncc2)C(O)C1. Reaction SMILES: [CH2:1]([c:2]1[cH:3][cH:4][cH:5][cH:6][cH:7]1)[O:8][C:9](=[O:10])[N:11]1[CH2:12][CH:13]([OH:19])[CH:14]([CH2:17][NH2:18])[CH2:15][CH2:16]1.[CH:27]([OH:28])([CH3:29])[CH3:30].[Cl:20][c:21]1[cH:22][cH:23][n:24][cH:25][cH:26]1>>[CH2:1]([c:2]1[cH:3][cH:4][cH:5][cH:6][cH:7]1)[O:8][C:9](=[O:10])[N:11]1[CH2:12][CH:13]([OH:19])[CH:14]([CH2:17][NH:18][c:21]2[cH:22][cH:23][n:24][cH:25][cH:26]2)[CH2:15][CH2:16]1.